Dataset: the Open Reaction Database (ORD), a public repository of structured organic reaction records. Task: describe an organic reaction: reactants, conditions, products, and yield Reactants: BrC=1C=NC=C(C1)[C@H]1O[C@@]1(C)C1=C(C=CC(=C1)F)F (3-bromo-5-((2R,3S)-3-(2,5-difluorophenyl)-3-methyloxiran-2-yl)pyridine), [N-]=[N+]=[N-].[Na+] (sodium azide), CO (methanol), [Cl-].[NH4+] (ammonium chloride). The solvent is O (water), O (water). Run at time 5 minute. Yields the product N(=[N+]=[N-])[C@@H]([C@](C)(O)C1=C(C=CC(=C1)F)F)C=1C=NC=C(C1)Br ((1R,2R)-1-azido-1-(5-bromopyridin-3-yl)-2-(2,5-difluorophenyl)propan-2-ol). Isolated yield 80.8%. RXN SMILES: [Br:1][C:2]1[CH:3]=[N:4][CH:5]=[C:6]([C@@H:8]2[C@@:10]([C:12]3[CH:17]=[C:16]([F:18])[CH:15]=[CH:14][C:13]=3[F:19])([CH3:11])[O:9]2)[CH:7]=1.CO.[Cl-].[NH4+].[N-:24]=[N+:25]=[N-:26].[Na+]>O>[N:24]([C@H:8]([C:6]1[CH:5]=[N:4][CH:3]=[C:2]([Br:1])[CH:7]=1)[C@@:10]([C:12]1[CH:17]=[C:16]([F:18])[CH:15]=[CH:14][C:13]=1[F:19])([OH:9])[CH3:11])=[N+:25]=[N-:26] |f:2.3,4.5|. Reported procedure: Placed 3-bromo-5-((2R,3S)-3-(2,5-difluorophenyl)-3-methyloxiran-2-yl)pyridine (100 mg, 0.307 mmol), methanol (12 mL), water (1.500 mL), ammonium chloride (32.8 mg, 0.613 mmol), and sodium azide (120 mg, 1.840 mmol) in a microware tube and stirred for five minutes then sealed the tube and lowed it to a 110° C. oil bath for 18 hour. The reaction mixture was concentrate to provide a white solid to which was added 25 mL water then extracted it by ether (25 mL×3). Combined all ether layer, dried over... Reactants: CC(C)(C)OC(=O)C[Zn+], C1CCOC1, [Cl-], Oc1cnc2ccc(I)cc2c1, c1ccc(P(c2ccccc2)(c2ccccc2)[Pd](P(c2ccccc2)(c2ccccc2)c2ccccc2)(P(c2ccccc2)(c2ccccc2)c2ccccc2)P(c2ccccc2)(c2ccccc2)c2ccccc2)cc1. Yields the product CC(C)(C)OC(=O)Cc1ccc2ncc(O)cc2c1. As a reaction SMILES: [C:14]([CH3:15])([CH3:16])([CH3:17])[O:18][C:19]([CH2:20][Zn+:21])=[O:22].[CH2:23]1[O:24][CH2:25][CH2:26][CH2:27]1.[Cl-:13].[I:1][c:2]1[cH:3][c:4]2[cH:5][c:6]([OH:12])[cH:7][n:8][c:9]2[cH:10][cH:11]1.[cH:28]1[cH:29][cH:30][c:31]([P:32]([Pd:33]([P:34]([c:35]2[cH:36][cH:37][cH:38][cH:39][cH:40]2)([c:41]2[cH:42][cH:43][cH:44][cH:45][cH:46]2)[c:47]2[cH:48][cH:49][cH:50][cH:51][cH:52]2)([P:53]([c:54]2[cH:55][cH:56][cH:57][cH:58][cH:59]2)([c:60]2[cH:61][cH:62][cH:63][cH:64][cH:65]2)[c:66]2[cH:67][cH:68][cH:69][cH:70][cH:71]2)[P:72]([c:73]2[cH:74][cH:75][cH:76][cH:77][cH:78]2)([c:79]2[cH:80][cH:81][cH:82][cH:83][cH:84]2)[c:85]2[cH:86][cH:87][cH:88][cH:89][cH:90]2)([c:91]2[cH:92][cH:93][cH:94][cH:95][cH:96]2)[c:97]2[cH:98][cH:99][cH:100][cH:101][cH:102]2)[cH:103][cH:104]1>>[c:2]1([CH2:20][C:19]([O:18][C:14]([CH3:15])([CH3:16])[CH3:17])=[O:22])[cH:3][c:4]2[cH:5][c:6]([OH:12])[cH:7][n:8][c:9]2[cH:10][cH:11]1. Reactants: CCCC(=O)c1c(C(C)(C)C)cc(C=O)cc1C(C)(C)C, CC(C)(C)NO, Cc1ccc(S(=O)(=O)O)cc1, c1ccccc1. Yields the product CCCC(=O)c1c(C(C)(C)C)cc(C=[N+]([O-])C(C)(C)C)cc1C(C)(C)C. As a reaction SMILES: [C:1]([CH2:2][CH2:3][CH3:4])(=[O:5])[c:6]1[c:7]([C:18]([CH3:19])([CH3:20])[CH3:21])[cH:8][c:9]([CH:10]=[O:11])[cH:12][c:13]1[C:14]([CH3:15])([CH3:16])[CH3:17].[C:22]([CH3:23])([CH3:24])([CH3:25])[NH:26][OH:27].[c:28]1([CH3:29])[cH:30][cH:31][c:32]([S:33]([OH:34])(=[O:35])=[O:36])[cH:37][cH:38]1.[cH:39]1[cH:40][cH:41][cH:42][cH:43][cH:44]1>>[C:1]([CH2:2][CH2:3][CH3:4])(=[O:5])[c:6]1[c:7]([C:18]([CH3:19])([CH3:20])[CH3:21])[cH:8][c:9]([CH:10]=[N+:26]([C:22]([CH3:23])([CH3:24])[CH3:25])[O-:27])[cH:12][c:13]1[C:14]([CH3:15])([CH3:16])[CH3:17]. Yields the product CC(C)(C)OC(=O)C(N)Cc1ccc(OCc2ccccn2)cc1. The reactants are CC(C)(C)OC(=O)C(Cc1ccc(OCc2ccccn2)cc1)NC(=O)OCC1c2ccccc2-c2ccccc21, C1CCNCC1, ClCCl. RXN SMILES: [C:1]([CH3:2])([CH3:3])([CH3:4])[O:5][C:6]([CH:7]([CH2:8][c:9]1[cH:10][cH:11][c:12]([O:15][CH2:16][c:17]2[n:18][cH:19][cH:20][cH:21][cH:22]2)[cH:13][cH:14]1)[NH:23][C:24]([O:25][CH2:26][CH:27]1[c:28]2[cH:29][cH:30][cH:31][cH:32][c:33]2-[c:34]2[c:35]1[cH:36][cH:37][cH:38][cH:39]2)=[O:40])=[O:41].[CH2:42]1[CH2:43][CH2:44][NH:45][CH2:46][CH2:47]1.[Cl:48][CH2:49][Cl:50]>>[C:1]([CH3:2])([CH3:3])([CH3:4])[O:5][C:6]([CH:7]([CH2:8][c:9]1[cH:10][cH:11][c:12]([O:15][CH2:16][c:17]2[n:18][cH:19][cH:20][cH:21][cH:22]2)[cH:13][cH:14]1)[NH2:23])=[O:41]. Reactants: CCOC(=O)CC(=O)Nc1ccc(Br)cc1C, CCO, [Na+], [OH-]. Yields the product Cc1cc(Br)ccc1NC(=O)CC(=O)O. RXN SMILES: [Br:1][c:2]1[cH:3][c:4]([CH3:17])[c:5]([NH:8][C:9]([CH2:10][C:11](=[O:12])[O:13][CH2:14][CH3:15])=[O:16])[cH:6][cH:7]1.[CH3:20][CH2:21][OH:22].[Na+:19].[OH-:18]>>[Br:1][c:2]1[cH:3][c:4]([CH3:17])[c:5]([NH:8][C:9]([CH2:10][C:11](=[O:12])[OH:13])=[O:16])[cH:6][cH:7]1. Starting materials: C(=O)OC1=CC=CC=C1 (Phenyl formate), C(C)(C)NC(C)C (diisopropylamine), COCOC1=C(C=CC(=C1)OCOC)C=1C(OC2=CC(=CC=C2C1C)OCOC)=O (3-(2,4-Bis-methoxymethoxy-phenyl)-7-methoxymethoxy-4-methyl-chromen-2-one), COCOC1=C(C=CC(=C1)OCOC)C=1C(OC2=CC(=CC=C2C1C)OCOC)=O (3-(2,4-bis-methoxymethoxy-phenyl)-7-methoxymethoxy-4-methyl-chromen-2-one). The solvent is C1CCOC1 (THF), C1CCOC1 (THF). Reaction conditions: temperature -10 celsius, time 30 minute. Product: COCOC1=C(C=CC(=C1)OCOC)C=1C(OC2=CC(=CC=C2C1CC=O)OCOC)=O ([3-(2,4-Bis-methoxymethoxy-phenyl)-7-methoxymethoxy-2-oxo-2H-chromen-4-yl]-acetaldehyde). Reaction SMILES: C(NC(C)C)(C)C.[CH3:8][O:9][CH2:10][O:11][C:12]1[CH:17]=[C:16]([O:18][CH2:19][O:20][CH3:21])[CH:15]=[CH:14][C:13]=1[C:22]1[C:23](=[O:37])[O:24][C:25]2[C:30]([C:31]=1[CH3:32])=[CH:29][CH:28]=[C:27]([O:33][CH2:34][O:35][CH3:36])[CH:26]=2.[CH:38](OC1C=CC=CC=1)=[O:39]>C1COCC1>[CH3:8][O:9][CH2:10][O:11][C:12]1[CH:17]=[C:16]([O:18][CH2:19][O:20][CH3:21])[CH:15]=[CH:14][C:13]=1[C:22]1[C:23](=[O:37])[O:24][C:25]2[C:30]([C:31]=1[CH2:32][CH:38]=[O:39])=[CH:29][CH:28]=[C:27]([O:33][CH2:34][O:35][CH3:36])[CH:26]=2. Reported procedure: To a clean dry 200 ml flask purged with nitrogen was added diisopropylamine (2.7 ml, 19.5 mmol, 3 eq), dry THF (50 mL) and 3-(2,4-Bis-methoxymethoxy-phenyl)-7-methoxymethoxy-4-methyl-chromen-2-one (8.1 mL, 16.25 mmol, 2.5 eq.) at −78° C. After 30 minutes, to this solution was added drop-wise, a solution of 3-(2,4-bis-methoxymethoxy-phenyl)-7-methoxymethoxy-4-methyl-chromen-2-one (2.7 g, 6.5 mmol, 1 eq.) in dry THF (13 mL). The solution was warmed to −10° C. and stirred at this temperature for 30...